Dataset: the Open Reaction Database (ORD), a public repository of structured organic reaction records. Task: describe an organic reaction: reactants, conditions, products, and yield The reactants are O=C([O-])[O-], CI, [K+], [K+], CC(C)(C)OC(=O)N1CCC(=O)N1, CN(C)C=O. The product is CN1C(=O)CCN1C(=O)OC(C)(C)C. RXN SMILES: [C:14](=[O:15])([O-:16])[O-:17].[I:20][CH3:21].[K+:18].[K+:19].[O:1]=[C:2]1[NH:3][N:4]([C:7](=[O:8])[O:9][C:10]([CH3:11])([CH3:12])[CH3:13])[CH2:5][CH2:6]1.[O:22]=[CH:23][N:24]([CH3:25])[CH3:26]>>[O:1]=[C:2]1[N:3]([CH3:14])[N:4]([C:7](=[O:8])[O:9][C:10]([CH3:11])([CH3:12])[CH3:13])[CH2:5][CH2:6]1. The reactants are CC1C(c2ccccc2)N(C(=O)CC(c2ccc(S(C)(=O)=O)cc2)c2cccs2)C(=O)N1C, CC(C)C[AlH]CC(C)C, ClCCl. The product is CS(=O)(=O)c1ccc(C(CC=O)c2cccs2)cc1. As a reaction SMILES: [CH3:1][S:2](=[O:3])(=[O:4])[c:5]1[cH:6][cH:7][c:8]([CH:11]([CH2:12][C:13](=[O:14])[N:15]2[CH:16]([c:17]3[cH:18][cH:19][cH:20][cH:21][cH:22]3)[CH:23]([CH3:24])[N:25]([CH3:26])[C:27]2=[O:28])[c:29]2[s:30][cH:31][cH:32][cH:33]2)[cH:9][cH:10]1.[CH3:34][CH:35]([CH2:36][AlH:37][CH2:38][CH:39]([CH3:40])[CH3:41])[CH3:42].[Cl:43][CH2:44][Cl:45]>>[CH3:1][S:2](=[O:3])(=[O:4])[c:5]1[cH:6][cH:7][c:8]([CH:11]([CH2:12][CH:13]=[O:14])[c:29]2[s:30][cH:31][cH:32][cH:33]2)[cH:9][cH:10]1.